The task is: describe an organic reaction: reactants, conditions, products, and yield. This data is from the Open Reaction Database (ORD), a public repository of structured organic reaction records. The reactants are [H][H] (hydrogen), Cl (hydrochloric acid), NC1(CCN(CC1)CC1=CC=CC=C1)C1=CC=CC=C1 (4-amino-1-benzyl-4-phenylpiperidine). Reagents/catalysts: [Pd] (palladium-on-charcoal). Run in CO (methanol). Yields the product NC1(CCNCC1)C1=CC=CC=C1 (4-Amino-4-phenylpiperidine). Isolated yield 102.8%. RXN SMILES: Cl.[NH2:2][C:3]1([C:16]2[CH:21]=[CH:20][CH:19]=[CH:18][CH:17]=2)[CH2:8][CH2:7][N:6](CC2C=CC=CC=2)[CH2:5][CH2:4]1.[H][H]>CO.[Pd]>[NH2:2][C:3]1([C:16]2[CH:21]=[CH:20][CH:19]=[CH:18][CH:17]=2)[CH2:8][CH2:7][NH:6][CH2:5][CH2:4]1. Reported procedure: 3.2 ml of 12N hydrochloric acid solution are added to a solution of 5 g of 4-amino-1-benzyl-4-phenylpiperidine in 25 ml of methanol, followed by addition of 0.5 g of 10% palladium-on-charcoal (50% water) and hydrogen overnight, at atmospheric pressure and at 40° C. The catalyst is filtered off and the filtrate is concentrated under vacuum. The residue is taken up in 15 ml of water, basified by addition of 3.8 ml of 10N sodium hydroxide solution and left stirring. Sodium chloride crystals are add... Reactants: C(=O)(OCC1=CC=CC=C1)NCCC(=O)O (N-CBZ-β-alanine), S(=O)(Cl)Cl (thionyl chloride), CO (methanol). Yields the product COC(CCNC(=O)OCC1=CC=CC=C1)=O (N-CBZ-β-alanine methyl ester). RXN SMILES: [C:1]([NH:11][CH2:12][CH2:13][C:14]([OH:16])=[O:15])([O:3][CH2:4][C:5]1[CH:10]=[CH:9][CH:8]=[CH:7][CH:6]=1)=[O:2].S(Cl)(Cl)=O.[CH3:21]O>>[CH3:21][O:15][C:14](=[O:16])[CH2:13][CH2:12][NH:11][C:1]([O:3][CH2:4][C:5]1[CH:10]=[CH:9][CH:8]=[CH:7][CH:6]=1)=[O:2]. Reported procedure: Prepared by the procedure described in Example 1, Step A from N-CBZ-β-alanine (5 g, 22.4 mmole), methanol and thionyl chloride to give the title compound. ##STR95## Starting materials: C1CCOC1, Cl[Mg]c1ccccc1, COCN(c1cc(Cl)cnc1C=O)S(=O)(=O)c1ccc(Cl)c(C(F)(F)F)c1, O=[N+]([O-])c1ccccc1I. Product: COCN(c1cc(Cl)cnc1C(O)c1ccccc1[N+](=O)[O-])S(=O)(=O)c1ccc(Cl)c(C(F)(F)F)c1. Reaction SMILES: [CH2:46]1[O:47][CH2:48][CH2:49][CH2:50]1.[Cl:11][Mg:12][c:13]1[cH:14][cH:15][cH:16][cH:17][cH:18]1.[Cl:19][c:20]1[c:21]([C:42]([F:43])([F:44])[F:45])[cH:22][c:23]([S:26](=[O:27])(=[O:28])[N:29]([CH2:30][O:31][CH3:32])[c:33]2[c:34]([CH:40]=[O:41])[n:35][cH:36][c:37]([Cl:39])[cH:38]2)[cH:24][cH:25]1.[I:1][c:2]1[c:3]([N+:8](=[O:9])[O-:10])[cH:4][cH:5][cH:6][cH:7]1>>[c:2]1([CH:40]([c:34]2[c:33]([N:29]([S:26]([c:23]3[cH:22][c:21]([C:42]([F:43])([F:44])[F:45])[c:20]([Cl:19])[cH:25][cH:24]3)(=[O:27])=[O:28])[CH2:30][O:31][CH3:32])[cH:38][c:37]([Cl:39])[cH:36][n:35]2)[OH:41])[c:3]([N+:8](=[O:9])[O-:10])[cH:4][cH:5][cH:6][cH:7]1. Reactants: C1CCOC1, CC(C)(C)[O-], COc1ccc(CBr)cc1, CC(C)(C)OC(=O)c1n[nH]c2nc(F)ccc12, [K+]. Yields the product COc1ccc(Cn2nc(C(=O)OC(C)(C)C)c3ccc(F)nc32)cc1. Reaction SMILES: [CH2:34]1[O:35][CH2:36][CH2:37][CH2:38]1.[CH3:18][C:19]([CH3:20])([O-:21])[CH3:22].[CH3:24][O:25][c:26]1[cH:27][cH:28][c:29]([CH2:30][Br:31])[cH:32][cH:33]1.[F:1][c:2]1[cH:3][cH:4][c:5]2[c:6]([n:7]1)[nH:8][n:9][c:10]2[C:11](=[O:12])[O:13][C:14]([CH3:15])([CH3:16])[CH3:17].[K+:23]>>[F:1][c:2]1[cH:3][cH:4][c:5]2[c:6]([n:7]1)[n:8]([CH2:30][c:29]1[cH:28][cH:27][c:26]([O:25][CH3:24])[cH:33][cH:32]1)[n:9][c:10]2[C:11](=[O:12])[O:13][C:14]([CH3:15])([CH3:16])[CH3:17]. Reactants: ClC=1C(=C(C(=O)O)C=CC1)O (3-chloro-2-hydroxy-benzoic acid), C1=CN(C=N1)C(=O)N2C=CN=C2 (carbodiimidazole), N1(CCCCCC=NCCC1)C1CCCCCCCCCC1 (1,8-diazabicycloundec-7-ene), NC=1C=C(C=CC1)C1CCN(CC1)C(CN1N=C(C=C1C)C(F)(F)F)=O (1-[4-(3-amino-phenyl)-piperidin-1-yl]-2-(5-methyl-3-trifluoromethyl-pyrazol-1-yl)-ethanone). Solvent: C(C)#N (acetonitrile). Conditions: temperature 60 celsius, time 2 hour. Product: ClC=1C(=C(C(=O)NC2=CC(=CC=C2)C2CCN(CC2)C(CN2N=C(C=C2C)C(F)(F)F)=O)C=CC1)O (3-chloro-2-hydroxy-N-(3-{1-[2-(5-methyl-3-trifluoromethyl-pyrazol-1-yl)-acetyl]-piperidin-4-yl}-phenyl)-benzamide). As a reaction SMILES: [Cl:1][C:2]1[C:3]([OH:11])=[C:4]([CH:8]=[CH:9][CH:10]=1)[C:5]([OH:7])=O.C1N=CN(C(N2C=NC=C2)=O)C=1.[NH2:24][C:25]1[CH:26]=[C:27]([CH:31]2[CH2:36][CH2:35][N:34]([C:37](=[O:49])[CH2:38][N:39]3[C:43]([CH3:44])=[CH:42][C:41]([C:45]([F:48])([F:47])[F:46])=[N:40]3)[CH2:33][CH2:32]2)[CH:28]=[CH:29][CH:30]=1.N1(C2CCCCCCCCCC2)CCCN=CCCCCC1>C(#N)C>[Cl:1][C:2]1[C:3]([OH:11])=[C:4]([CH:8]=[CH:9][CH:10]=1)[C:5]([NH:24][C:25]1[CH:30]=[CH:29][CH:28]=[C:27]([CH:31]2[CH2:32][CH2:33][N:34]([C:37](=[O:49])[CH2:38][N:39]3[C:43]([CH3:44])=[CH:42][C:41]([C:45]([F:48])([F:47])[F:46])=[N:40]3)[CH2:35][CH2:36]2)[CH:26]=1)=[O:7]. Procedure details: To a solution of 3-chloro-2-hydroxy-benzoic acid (0.11 g, 0.65 mmol) in acetonitrile (10 mL) is added carbodiimidazole (0.11 g, 0.71 mmol). After stirring the reaction mixture at 60° C. for 2 h, 1-[4-(3-amino-phenyl)-piperidin-1-yl]-2-(5-methyl-3-trifluoromethyl-pyrazol-1-yl)-ethanone (0.20 g, 055 mmol) is added, followed by 1,8-diazabicycloundec-7-ene (0.1 mL, 0.82 mmol). After stirring overnight at 60° C., the reaction mixture is cooled down to RT and then solvent is evaporated and the resulti... Starting materials: CN1N=C(C=C1C(=O)OCC)C (Ethyl 1,3-dimethyl-5-pyrazole carboxylate), ClS(=O)(=O)O (chlorosulfonic acid), ice water. Conditions: temperature 5 celsius, time 10 hour. Yields the product CN1N=C(C(=C1C(=O)O)S(=O)(=O)Cl)C (1,3-dimethyl-4-chlorosulfonyl-5-pyrazole carboxylic acid). As a reaction SMILES: [CH3:1][N:2]1[C:6]([C:7]([O:9]CC)=[O:8])=[CH:5][C:4]([CH3:12])=[N:3]1.[Cl:13][S:14](O)(=[O:16])=[O:15]>>[CH3:1][N:2]1[C:6]([C:7]([OH:9])=[O:8])=[C:5]([S:14]([Cl:13])(=[O:16])=[O:15])[C:4]([CH3:12])=[N:3]1. Procedure: Into 200 ml of chlorosulfonic acid, there was added dropwise 50.4 g (0.3 mol) of Ethyl 1,3-dimethyl-5-pyrazole carboxylate under cooling at 5° C. or lower. After heating at 120° C. under stirring for 10 hours, the reaction mixture was poured into ice-water and extracted with ether. After washing with water and drying, evaporation of the solvent gave 49 g of crude 1,3-dimethyl-4-chlorosulfonyl-5-pyrazole carboxylic acid as a solid. Starting materials: FC1=CC=C(C=C1)N1N=CC2=CC(=CC=C12)O[C@@H]([C@H](C)N)C1=CC(=CC=C1)OC ((1R,2S)-1-{[1-(4-fluorophenyl)-1H-indazol-5-yl]oxy}-1-(3-methoxyphenyl)propan-2-amine), CC1=CC(=NO1)C(=O)Cl (5-methylisoxazole-3-carbonyl chloride). Product: FC1=CC=C(C=C1)N1N=CC2=CC(=CC=C12)O[C@@H]([C@H](C)NC(=O)C1=NOC(=C1)C)C1=CC(=CC=C1)OC (N-[(1R,2S)-1-[1-(4-fluorophenyl)indazol-5-yl]oxy-1-(3-methoxyphenyl)propan-2-yl]-5-methyl-1,2-oxazole-3-carboxamide). As a reaction SMILES: [F:1][C:2]1[CH:7]=[CH:6][C:5]([N:8]2[C:16]3[C:11](=[CH:12][C:13]([O:17][C@H:18]([C:22]4[CH:27]=[CH:26][CH:25]=[C:24]([O:28][CH3:29])[CH:23]=4)[C@@H:19]([NH2:21])[CH3:20])=[CH:14][CH:15]=3)[CH:10]=[N:9]2)=[CH:4][CH:3]=1.[CH3:30][C:31]1[O:35][N:34]=[C:33]([C:36](Cl)=[O:37])[CH:32]=1>>[F:1][C:2]1[CH:3]=[CH:4][C:5]([N:8]2[C:16]3[C:11](=[CH:12][C:13]([O:17][C@H:18]([C:22]4[CH:27]=[CH:26][CH:25]=[C:24]([O:28][CH3:29])[CH:23]=4)[C@@H:19]([NH:21][C:36]([C:33]4[CH:32]=[C:31]([CH3:30])[O:35][N:34]=4)=[O:37])[CH3:20])=[CH:14][CH:15]=3)[CH:10]=[N:9]2)=[CH:6][CH:7]=1. Procedure: Prepared as described in Example 1 using (1R,2S)-1-{[1-(4-fluorophenyl)-1H-indazol-5-yl]oxy}-1-(3-methoxyphenyl)propan-2-amine (6a, 20 mg, 50 μmol) and 5-methylisoxazole-3-carbonyl chloride (22 mg, 150 μmol). Yield 19 mg (74%). Reactants: C1(=CC=CC=C1)CCN1CCC(CC1)CN1C(C=2C(C(C=CC2C1=O)=O)=O)=O (2-[1-(2-phenylethyl)-4-piperidylmethyl]-1H-isoindole-1,3(2H)-dione dione), NN (hydrazine). Product: C1(=CC=CC=C1)CCN1CCC(CC1)CN (1-(2- phenylethyl)-4-piperidinemethylamine). Procedure: A mixture of 1.31 g (3.8 mmoles) of 2-[1-(2-phenylethyl)-4-piperidylmethyl]-1H-isoindole-1,3(2H)-dione dione (Example 2) and 0.25 mL (7.8 mmoles) of hydrazine in 20 mL of ethanol was heated under reflux for 4 hours. The solvent was removed and the residue was made basic with aqueous potassium hydroxide and extracted with chloroform to give 0.90 g of 1-(2- phenylethyl)-4-piperidinemethylamine as an oil. NMR (CDCl3): δ7.14-7.35 (m, 5H); 2.93-3.10 (d, 2H); 2.72-2.85 (m, 2H); 2.52-2.65(m, 4H); 1.92-... Reaction SMILES: [C:1]1([CH2:7][CH2:8][N:9]2[CH2:14][CH2:13][CH:12]([CH2:15][N:16]3C(=O)C4C=CC(=O)C(=O)C=4C3=O)[CH2:11][CH2:10]2)[CH:6]=[CH:5][CH:4]=[CH:3][CH:2]=1.NN>C(O)C>[C:1]1([CH2:7][CH2:8][N:9]2[CH2:14][CH2:13][CH:12]([CH2:15][NH2:16])[CH2:11][CH2:10]2)[CH:2]=[CH:3][CH:4]=[CH:5][CH:6]=1. The yield is 108.5%. Solvent: C(C)O (ethanol). Reactants: CC=1C(C(=C(C(C1C)=O)C)C)=O (2,3,5,6-tetramethyl-1,4-benzoquinone), C(C)(=O)OCC (ethyl acetate), Cl (hydrochloric acid), Br[Zn]CC(=O)OCC (BrZnCH2COOEt). Run in C1CCOC1 (THF), C1CCOC1 (THF), C1CCOC1 (THF). Yields the product C(C)OC(CC1(C(=C(C(C(=C1C)C)=O)C)C)O)=O (ethyl(1-hydroxy-2,3,5,6-tetramethyl-4-oxocyclohexa-2,5-dien-1-yl)acetate). The yield is 94.0%. Reaction SMILES: Br[Zn][CH2:3][C:4]([O:6][CH2:7][CH3:8])=[O:5].[CH3:9][C:10]1[C:11](=[O:20])[C:12]([CH3:19])=[C:13]([CH3:18])[C:14](=[O:17])[C:15]=1[CH3:16].Cl.C(OCC)(=O)C>C1COCC1>[CH2:7]([O:6][C:4](=[O:5])[CH2:3][C:11]1([OH:20])[C:12]([CH3:19])=[C:13]([CH3:18])[C:14](=[O:17])[C:15]([CH3:16])=[C:10]1[CH3:9])[CH3:8]. Reported procedure: Under nitrogen atmosphere, 6 mL of THF was added to 1.22 g (2 mmol, 0.6 equivalent) of (BrZnCH2COOEt.THF)2. Under argon atmosphere, a solution of 0.45 g (3.33 mmol) of 2,3,5,6-tetramethyl-1,4-benzoquinone in 4 mL of THF was added dropwise while stirring at 0˜5° C. The mixture was stirred at 20˜25° C. for 1 hour. 5 mL of 1N hydrochloric acid was added dropwise at 20° C. or lower, followed by dilution with 25 mL of ethyl acetate. Then, the layers were separated. The organic layer was washed succes... The reactants are CN(CCN(C=1SC2=C(N1)C=CC(=C2)NC(C2=CC=C(C=C2)I)=O)C)C (N-{2-[(2-dimethylamino-ethyl)-methyl-amino]-benzothiazol-6-yl}-4-iodo-benzamide), ClC1=C(C=CC(=C1)C(F)(F)F)B(O)O (2-chloro-4-trifluoromethyl-phenyl boronic acid). Product: CN(CCN(C=1SC2=C(N1)C=CC(=C2)NC(=O)C2=CC=C(C=C2)C2=C(C=C(C=C2)C(F)(F)F)Cl)C)C (2′-Chloro-4′-trifluoromethyl-biphenyl-4-carboxylic acid {2-[(2-dimethylamino-ethyl)-methyl-amino]-benzothiazol-6-yl}-amide). RXN SMILES: [CH3:1][N:2]([CH3:26])[CH2:3][CH2:4][N:5]([CH3:25])[C:6]1[S:7][C:8]2[CH:14]=[C:13]([NH:15][C:16](=[O:24])[C:17]3[CH:22]=[CH:21][C:20](I)=[CH:19][CH:18]=3)[CH:12]=[CH:11][C:9]=2[N:10]=1.[Cl:27][C:28]1[CH:33]=[C:32]([C:34]([F:37])([F:36])[F:35])[CH:31]=[CH:30][C:29]=1B(O)O>>[CH3:1][N:2]([CH3:26])[CH2:3][CH2:4][N:5]([CH3:25])[C:6]1[S:7][C:8]2[CH:14]=[C:13]([NH:15][C:16]([C:17]3[CH:22]=[CH:21][C:20]([C:29]4[CH:30]=[CH:31][C:32]([C:34]([F:37])([F:36])[F:35])=[CH:33][C:28]=4[Cl:27])=[CH:19][CH:18]=3)=[O:24])[CH:12]=[CH:11][C:9]=2[N:10]=1. Procedure details: The title compound is prepared by following a procedure analogous to Example 113, Step 1, using N-{2-[(2-dimethylamino-ethyl)-methyl-amino]-benzothiazol-6-yl}-4-iodo-benzamide (0.10 g, 0.21 mmol) and 2-chloro-4-trifluoromethyl-phenyl boronic acid (0.056 g, 0.25 mmol) to afford 0.045 g (40%). LC/MS, Retention time=5.34 min; (m/z): calcd for C26H24ClF3N4OS: 533.0; found: 533.0.